From a dataset of the Open Reaction Database (ORD), a public repository of structured organic reaction records. describe an organic reaction: reactants, conditions, products, and yield Reactants: [Na].O=C1C(O)=C(O)[C@H](O1)[C@@H](O)CO (ascorbic acid sodium salt), ON1C(C(CC1=O)S(=O)(=O)O)=O (N-hydroxysulfosuccinimide), N-ethyl-N′-(3-dimethyl-aminopropyl)carbodiimide hydrochloride, C1C(C(=O)N(C1=O)O)S(=O)(=O)[O-].[Na+] (sulfo-NHS), C(CCl)Cl (EDC), reagent, carboxylates. Solvent: O1CCN(CC1)CCS(=O)(=O)O (2-morpholino-ethanesulfonic acid). Reaction conditions: time 1 hour. Product: CCC1(C(=O)NC(=O)NC1=O)C=2C=CC=CC2 (Phenobarbital). Reaction SMILES: [Na].O=[C:3]1O[C@H:8]([C@H:10]([CH2:12]O)O)[C:6](O)=[C:4]1O.O[N:15]1[C:19](=[O:20])[CH2:18][CH:17](S(O)(=O)=O)[C:16]1=[O:25].C1C(=O)[N:30](O)[C:28](=[O:29])C1S([O-])(=O)=O.[Na+].[CH2:39](Cl)CCl>O1CCN(CCS(O)(=O)=O)CC1>[CH3:39][CH2:18][C:17]1([C:12]2[CH:10]=[CH:8][CH:6]=[CH:4][CH:3]=2)[C:16](=[O:25])[NH:15][C:19](=[O:20])[NH:30][C:28]1=[O:29] |f:0.1,3.4,^1:0|. Reported procedure: Ten percent (w/v) latex microparticles (number of carboxy groups approx. 0.21 mmol/g latex, mean microparticle diameter 0.2 μm, Seradyne Inc., Indianapolis, Ind.) were diluted to one percent (w/v) concentration with 10 mM 2-morpholino-ethanesulfonic acid (MES), pH 5.3 containing 0.09% (w/v) ascorbic acid sodium salt. The desired volume of 1% microparticles was measured out and the microparticles activated by the addition of N-hydroxysulfosuccinimide (sulfo-NHS) followed by the addition of N-ethy... Reactants: CO (MeOH), O=C1N(C=2C=C(C=NC2C=C1)C#N)CC=O (6-oxo-5-(2-oxoethyl)-5,6-dihydro-1,5-naphthyridine-3-carbonitrile), C(C)(C)(C)OC(=O)NC1CCNCC1 (4-t-butoxycarbonylaminopiperidine), 3A, [BH-](OC(=O)C)(OC(=O)C)OC(=O)C.[Na+] (NaBH(OAc)3). The solvent is C(Cl)Cl (DCM). Conditions: time 18 hour. Yields the product N (NH3), C(#N)C1=CN=C2C=CC(N(C2=C1)CCN1CCC(CC1)NC(OC(C)(C)C)=O)=O (1,1-Dimethylethyl {1-[2-(7-cyano-2-oxo-1,5-naphthyridin-1(2H)-yl)ethyl]-4-piperidinyl}carbamate). The yield is 100.9%. Reaction SMILES: [O:1]=[C:2]1[CH:11]=[CH:10][C:9]2[N:8]=[CH:7][C:6]([C:12]#[N:13])=[CH:5][C:4]=2[N:3]1[CH2:14][CH:15]=O.[C:17]([O:21][C:22]([NH:24][CH:25]1[CH2:30][CH2:29][NH:28][CH2:27][CH2:26]1)=[O:23])([CH3:20])([CH3:19])[CH3:18].CO.[BH-](OC(C)=O)(OC(C)=O)OC(C)=O.[Na+]>C(Cl)Cl>[NH3:3].[C:12]([C:6]1[CH:5]=[C:4]2[C:9]([CH:10]=[CH:11][C:2](=[O:1])[N:3]2[CH2:14][CH2:15][N:28]2[CH2:27][CH2:26][CH:25]([NH:24][C:22](=[O:23])[O:21][C:17]([CH3:19])([CH3:18])[CH3:20])[CH2:30][CH2:29]2)=[N:8][CH:7]=1)#[N:13] |f:3.4|. Reported procedure: A mixture of 6-oxo-5-(2-oxoethyl)-5,6-dihydro-1,5-naphthyridine-3-carbonitrile (0.50 g, 2.05 mmol), 4-t-butoxycarbonylaminopiperidine (0.80 g, 4.00 mmol) and 3A molecular sieves in DCM (4.5 ml) and MeOH (4.5 ml) was stirred at rt for 4 h. The mixture was then treated with NaBH(OAc)3 (0.94 g, 4.43 mmol), stirred at rt for 18 h, filtered through a thin pad of celite, evaporated, dissolved in 10% MeOH/DCM and washed with sat. aq NaHCO3. The aqueous phase was re-extracted twice with 10% MeOH/DCM, th...